This data is from the Open Reaction Database (ORD), a public repository of structured organic reaction records. The task is: describe an organic reaction: reactants, conditions, products, and yield Reactants: CSC(N)=S, CON=C(C(=O)NC1C(=O)N(S(=O)(=O)[O-])C1C(=O)OC)c1csc(NC(=O)CCl)n1, [Na+], [Na], O. Product: CON=C(C(=O)NC1C(=O)N(S(=O)(=O)[O-])C1C(=O)OC)c1csc(N)n1, [Na+]. RXN SMILES: [CH3:32][S:33][C:34](=[S:35])[NH2:36].[Cl:1][CH2:2][C:3](=[O:4])[NH:5][c:6]1[s:7][cH:8][c:9]([C:11]([C:12](=[O:13])[NH:14][CH:15]2[C:16](=[O:27])[N:17]([S:23](=[O:24])(=[O:25])[O-:26])[CH:18]2[C:19](=[O:20])[O:21][CH3:22])=[N:28][O:29][CH3:30])[n:10]1.[Na+:31].[Na:37].[OH2:38]>>[NH2:5][c:6]1[s:7][cH:8][c:9]([C:11]([C:12](=[O:13])[NH:14][CH:15]2[C:16](=[O:27])[N:17]([S:23](=[O:24])(=[O:25])[O-:26])[CH:18]2[C:19](=[O:20])[O:21][CH3:22])=[N:28][O:29][CH3:30])[n:10]1.[Na+:31]. Starting materials: [Br-], C[Si](C)(C)CCOCn1nc(Br)c2cc(Cl)cc(C=O)c21, C[Mg+], C1CCOC1. Yields the product CC(O)c1cc(Cl)cc2c(Br)nn(COCC[Si](C)(C)C)c12. RXN SMILES: [Br-:22].[Br:1][c:2]1[n:3][n:4]([CH2:14][O:15][CH2:16][CH2:17][Si:18]([CH3:19])([CH3:20])[CH3:21])[c:5]2[c:6]([CH:12]=[O:13])[cH:7][c:8]([Cl:11])[cH:9][c:10]12.[CH3:23][Mg+:24].[O:25]1[CH2:26][CH2:27][CH2:28][CH2:29]1>>[Br:1][c:2]1[n:3][n:4]([CH2:14][O:15][CH2:16][CH2:17][Si:18]([CH3:19])([CH3:20])[CH3:21])[c:5]2[c:6]([CH:12]([OH:13])[CH3:23])[cH:7][c:8]([Cl:11])[cH:9][c:10]12.